describe an organic reaction: reactants, conditions, products, and yield From a dataset of the Open Reaction Database (ORD), a public repository of structured organic reaction records. The reactants are C1COCCO1, C=CCn1c(=O)cnc2ncc(F)cc21, [O-][I+3]([O-])([O-])[O-], [Na+], O. Yields the product O=CCn1c(=O)cnc2ncc(F)cc21. Reaction SMILES: [CH2:22]1[O:23][CH2:24][CH2:25][O:26][CH2:27]1.[F:1][c:2]1[cH:3][c:4]2[c:5]([n:6][cH:7][c:8](=[O:13])[n:9]2[CH2:10][CH:11]=[CH2:12])[n:14][cH:15]1.[I+3:16]([O-:17])([O-:18])([O-:19])[O-:20].[Na+:21].[OH2:28]>>[F:1][c:2]1[cH:3][c:4]2[c:5]([n:6][cH:7][c:8](=[O:13])[n:9]2[CH2:10][CH:11]=[O:17])[n:14][cH:15]1. Yield: 91.6%. Solvent: O1CCOCC1 (dioxane). Product: C(C)N(C=1SC(=C(N1)Cl)[N+](=O)[O-])CC (2-diethylamino-4-chloro-5-nitrothiazole). As a reaction SMILES: [CH2:1]([NH:3][CH2:4][CH3:5])[CH3:2].Cl[C:7]1[S:8][C:9]([N+:13]([O-:15])=[O:14])=[C:10]([Cl:12])[N:11]=1>O1CCOCC1>[CH2:1]([N:3]([CH2:4][CH3:5])[C:7]1[S:8][C:9]([N+:13]([O-:15])=[O:14])=[C:10]([Cl:12])[N:11]=1)[CH3:2]. Reaction conditions: time 8 hour. Procedure: 146 g (2 mols) of diethylamine are added dropwise to a solution of 199 g (1 mol) of 2,4-dichloro-5-nitrothiazole in 1 l of dioxane at 20° C. to 30° C. in the course of about 2 hours. After the mixture has been left to stand overnight at room temperature, it is stirred in 8 l of icewater and the precipitate is filtered off, washed with water and dried. 216 g (91.7% of theory) of 2-diethylamino-4-chloro-5-nitrothiazole of melting point 85° C. (from cyclohexane) are obtained. Reactants: C(C)NCC (diethylamine), ClC=1SC(=C(N1)Cl)[N+](=O)[O-] (2,4-dichloro-5-nitrothiazole). Reactants: solution, CCC([BH-](C(CC)C)C(CC)C)C.[Li+] (L-Selectride), BrC1=CC=C(C=N1)\C(\CC)=N\S(=O)C(C)(C)C (2-methyl-propane-2-sulfinic acid [1-(6-bromo-pyridin-3-yl)-prop-(E)-ylidene]-amide), [BH4-].[Li+] (lithium borohydride), ethyl acetate-ether, ethyl acetate-ether, BrC1=CC=C(C=N1)\C(\CC)=N\S(=O)C(C)(C)C (2-methyl-propane-2-sulfinic acid [1-(6-bromo-pyridin-3-yl)-prop-(E)-ylidene]-amide). Solvent: C1CCOC1 (THF), C1CCOC1 (THF), C1CCOC1 (THF). Reaction conditions: time 6 hour. Product: BrC1=CC=C(C=N1)[C@H](CC)NS(=O)C(C)(C)C (2-methyl-propane-2-sulfinic acid [(S)-1-(6-bromo-pyridin-3-yl)-propyl]-amide). As a reaction SMILES: [Br:1][C:2]1[N:7]=[CH:6][C:5](/[C:8](=[N:11]/[S:12]([C:14]([CH3:17])([CH3:16])[CH3:15])=[O:13])/[CH2:9][CH3:10])=[CH:4][CH:3]=1.CCC(C)[BH-](C(C)CC)C(C)CC.[Li+].[BH4-].[Li+]>C1COCC1>[Br:1][C:2]1[N:7]=[CH:6][C:5]([C@@H:8]([NH:11][S:12]([C:14]([CH3:15])([CH3:17])[CH3:16])=[O:13])[CH2:9][CH3:10])=[CH:4][CH:3]=1 |f:1.2,3.4|. Procedure: To a chilled (−78° C.) solution of 2-methyl-propane-2-sulfinic acid [1-(6-bromo-pyridin-3-yl)-prop-(E)-ylidene]-amide (10.4 g, 32.78 mmol) in THF (150 mL) was added a 1 M solution of L-Selectride (33.0 mL, 33.0 mmol) in THF. The reaction was monitored by TLC (ethyl acetate-ether 3:7) indicating a single diastereomer (when compared to a mixture of diastereomers prepared by a reduction of 2-methyl-propane-2-sulfinic acid [1-(6-bromo-pyridin-3-yl)-prop-(E)-ylidene]-amide with lithium borohydride in... Reactants: [BH4-], CCOC(=O)c1cnc(SCC(=O)c2ccc(C#N)cc2)[nH]1, CO, [Na+]. The product is CCOC(=O)c1cnc(SCC(O)c2ccc(C#N)cc2)[nH]1. Reaction SMILES: [BH4-:23].[C:1](#[N:2])[c:3]1[cH:4][cH:5][c:6]([C:9]([CH2:10][S:11][c:12]2[n:13][cH:14][c:15]([C:17](=[O:18])[O:19][CH2:20][CH3:21])[nH:16]2)=[O:22])[cH:7][cH:8]1.[CH3:25][OH:26].[Na+:24]>>[C:1](#[N:2])[c:3]1[cH:4][cH:5][c:6]([CH:9]([CH2:10][S:11][c:12]2[n:13][cH:14][c:15]([C:17](=[O:18])[O:19][CH2:20][CH3:21])[nH:16]2)[OH:22])[cH:7][cH:8]1. Reactants: COC(=O)c1cc(Cl)ccc1NC(=O)COCC(=O)O, NCCCCc1ccccc1. The product is COC(=O)c1cc(Cl)ccc1NC(=O)COCC(=O)NCCCCc1ccccc1. RXN SMILES: [Cl:1][c:2]1[cH:3][c:4]([C:17](=[O:18])[O:19][CH3:20])[c:5]([NH:8][C:9]([CH2:10][O:11][CH2:12][C:13](=[O:14])[OH:15])=[O:16])[cH:6][cH:7]1.[c:21]1([CH2:27][CH2:28][CH2:29][CH2:30][NH2:31])[cH:22][cH:23][cH:24][cH:25][cH:26]1>>[Cl:1][c:2]1[cH:3][c:4]([C:17](=[O:18])[O:19][CH3:20])[c:5]([NH:8][C:9]([CH2:10][O:11][CH2:12][C:13](=[O:15])[NH:31][CH2:30][CH2:29][CH2:28][CH2:27][c:21]2[cH:22][cH:23][cH:24][cH:25][cH:26]2)=[O:16])[cH:6][cH:7]1. Starting materials: ClCCl, CS(=O)(=O)c1ccc(N2CCc3c(OC4CCNCC4)cccc32)cc1, Cl, N#CBr, [Na+], O=C([O-])O, O. The product is CS(=O)(=O)c1ccc(N2CCc3c(OC4CCN(C#N)CC4)cccc32)cc1. As a reaction SMILES: [CH2:37]([Cl:38])[Cl:39].[CH3:8][S:9](=[O:10])(=[O:11])[c:12]1[cH:13][cH:14][c:15]([N:18]2[CH2:19][CH2:20][c:21]3[c:22]([O:27][CH:28]4[CH2:29][CH2:30][NH:31][CH2:32][CH2:33]4)[cH:23][cH:24][cH:25][c:26]32)[cH:16][cH:17]1.[ClH:7].[N:34]#[C:35][Br:36].[Na+:5].[O-:1][C:2]([OH:3])=[O:4].[OH2:6]>>[CH3:8][S:9](=[O:10])(=[O:11])[c:12]1[cH:13][cH:14][c:15]([N:18]2[CH2:19][CH2:20][c:21]3[c:22]([O:27][CH:28]4[CH2:29][CH2:30][N:31]([C:35]#[N:34])[CH2:32][CH2:33]4)[cH:23][cH:24][cH:25][c:26]32)[cH:16][cH:17]1. The reactants are c1ccc(COc2ccc(C3CC[NH2+]CC3)c(OCc3ccccc3)c2)cc1, CN(C)C=O, CCN(C(C)C)C(C)C, [Cl-], O=C(Nc1ccccn1)Oc1ccc([N+](=O)[O-])cc1, O. Yields the product O=C(Nc1ccccn1)N1CCC(c2ccc(OCc3ccccc3)cc2OCc2ccccc2)CC1. RXN SMILES: [CH2:2]([c:3]1[cH:4][cH:5][cH:6][cH:7][cH:8]1)[O:9][c:10]1[c:11]([CH:24]2[CH2:25][CH2:26][NH2+:27][CH2:28][CH2:29]2)[cH:12][cH:13][c:14]([O:16][CH2:17][c:18]2[cH:19][cH:20][cH:21][cH:22][cH:23]2)[cH:15]1.[CH3:59][N:60]([CH3:61])[CH:62]=[O:63].[CH:30]([N:31]([CH2:32][CH3:33])[CH:34]([CH3:35])[CH3:36])([CH3:37])[CH3:38].[Cl-:1].[N+:39]([c:40]1[cH:41][cH:42][c:43]([O:48][C:49](=[O:44])[NH:50][c:51]2[n:52][cH:53][cH:54][cH:55][cH:56]2)[cH:45][cH:46]1)([O-:47])=[O:57].[OH2:58]>>[CH2:2]([c:3]1[cH:4][cH:5][cH:6][cH:7][cH:8]1)[O:9][c:10]1[c:11]([CH:24]2[CH2:25][CH2:26][N:27]([C:49](=[O:48])[NH:50][c:51]3[n:52][cH:53][cH:54][cH:55][cH:56]3)[CH2:28][CH2:29]2)[cH:12][cH:13][c:14]([O:16][CH2:17][c:18]2[cH:19][cH:20][cH:21][cH:22][cH:23]2)[cH:15]1. Starting materials: O.[OH-].[Li+] (Lithium hydroxide monohydrate), COC(CC1=CC2=CC=C(C=C2C(=C1C)C1=CC=C(C=C1)S(=O)(=O)C1=C(C=CC=C1F)F)Cl)=O ({6-chloro-4-[4-(2,6-difluoro-benzenesulfonyl)-phenyl]-3-methyl-naphthalen-2-yl}-acetic acid methyl ester). Yields the product ClC=1C=C2C(=C(C(=CC2=CC1)CC(=O)O)C)C1=CC=C(C=C1)S(=O)(=O)C1=C(C=CC=C1F)F ({6-chloro-4-[4-(2,6-difluoro-benzenesulfonyl)-phenyl]-3-methyl-naphthalen-2-yl}-acetic acid). RXN SMILES: O.[OH-].[Li+].C[O:5][C:6](=[O:37])[CH2:7][C:8]1[C:17]([CH3:18])=[C:16]([C:19]2[CH:24]=[CH:23][C:22]([S:25]([C:28]3[C:33]([F:34])=[CH:32][CH:31]=[CH:30][C:29]=3[F:35])(=[O:27])=[O:26])=[CH:21][CH:20]=2)[C:15]2[C:10](=[CH:11][CH:12]=[C:13]([Cl:36])[CH:14]=2)[CH:9]=1>C1COCC1.O>[Cl:36][C:13]1[CH:14]=[C:15]2[C:10](=[CH:11][CH:12]=1)[CH:9]=[C:8]([CH2:7][C:6]([OH:37])=[O:5])[C:17]([CH3:18])=[C:16]2[C:19]1[CH:20]=[CH:21][C:22]([S:25]([C:28]2[C:29]([F:35])=[CH:30][CH:31]=[CH:32][C:33]=2[F:34])(=[O:27])=[O:26])=[CH:23][CH:24]=1 |f:0.1.2,4.5|. Run at time 16 hour. The solvent is hexanes, C1CCOC1.O (THF H2O). Isolated yield 93.1%. Reported procedure: Lithium hydroxide monohydrate (0.01 g, 0.26 mmol) was added to a stirred solution of {6-chloro-4-[4-(2,6-difluoro-benzenesulfonyl)-phenyl]-3-methyl-naphthalen-2-yl}-acetic acid methyl ester (0.032 g, 0.064 mmol) in a 3:1 THF—H2O mixture (4 mL). The reaction mixture was stirred for 16 hours at room temperature. The THF was distilled off under reduced pressure, and the crude residue was diluted with water, acidified [pH˜2] via the drop-wise addition of an aqueous solution of hydrochloric acid (6.0...